Dataset: the Open Reaction Database (ORD), a public repository of structured organic reaction records. Task: describe an organic reaction: reactants, conditions, products, and yield Reactants: IC1=C(N)C=CC(=C1)C (2-Iodo-4-methylaniline), Br (HBr), N(=O)[O-].[Na+] (NaNO2), CuBr, Br (HBr), diazonium. Solvent: O (water), O (water), O (water). Conditions: temperature 0 celsius. The product is BrC1=C(C=C(C=C1)C)I (1-bromo-2-iodo-4-methylbenzene). Isolated yield 81.8%. RXN SMILES: [I:1][C:2]1[CH:8]=[C:7]([CH3:9])[CH:6]=[CH:5][C:3]=1N.N([O-])=O.[Na+].[BrH:14]>O>[Br:14][C:3]1[CH:5]=[CH:6][C:7]([CH3:9])=[CH:8][C:2]=1[I:1] |f:1.2|. Procedure details: 2-Iodo-4-methylaniline (100 g, 450 mmol) was suspended in the mixture of water (200 mL) and HBr (48%, 300 mL). The mixture was refluxed for 15 min. Then the mixture was cooled to 0° C., and NaNO2 (31.05 g, 0.45 mol) in water (150 ml) was added dropwise at such a rate that the temperature did not exceed 5° C. The diazonium solution wad stirred for a further 30 min at 0-5° C. and then added slowly to a stirred mixture of CuBr (64.5 g, 0.45 mol) in HBr (48%, 250 mL) and water (250 ml) at room tempe... Starting materials: CC1=C2[C@H](C(=O)[C@@]3([C@H](C[C@@H]4[C@]([C@H]3[C@@H]([C@@](C2(C)C)(C[C@@H]1OC(=O)[C@@H]([C@H](C=5C=CC=CC5)NC(=O)C=6C=CC=CC6)O)O)OC(=O)C=7C=CC=CC7)(CO4)OC(=O)C)O)C)OC(=O)C.C/C=C(\C)/C(=O)N[C@@H](C=1C=CC=CC1)[C@H](C(=O)O[C@H]2C[C@]3([C@H]([C@H]4[C@@]([C@H](C[C@@H]5[C@]4(CO5)OC(=O)C)O)(C(=O)[C@@H](C(=C2C)C3(C)C)OC(=O)C)C)OC(=O)C=6C=CC=CC6)O)O (paclitaxel cephalomannine). Run in ClCCl (dichloromethane), CC(=O)C (acetone). The product is CC1=C2[C@H](C(=O)[C@@]3([C@H](C[C@@H]4[C@]([C@H]3[C@@H]([C@@](C2(C)C)(C[C@@H]1OC(=O)[C@@H]([C@H](C=5C=CC=CC5)NC(=O)C=6C=CC=CC6)O)O)OC(=O)C=7C=CC=CC7)(CO4)OC(=O)C)O)C)OC(=O)C (paclitaxel). RXN SMILES: [CH3:1][C:2]1[C@@H:19]([O:20][C:21]([C@H:23]([OH:40])[C@@H:24]([NH:31][C:32]([C:34]2[CH:35]=[CH:36][CH:37]=[CH:38][CH:39]=2)=[O:33])[C:25]2[CH:26]=[CH:27][CH:28]=[CH:29][CH:30]=2)=[O:22])[CH2:18][C@:14]2([OH:41])[C:15]([CH3:17])([CH3:16])[C:3]=1[C@@H:4]([O:59][C:60]([CH3:62])=[O:61])[C:5]([C@@:7]1([CH3:58])[C@H:12]([C@@H:13]2[O:42][C:43]([C:45]2[CH:46]=[CH:47][CH:48]=[CH:49][CH:50]=2)=[O:44])[C@:11]2([O:53][C:54]([CH3:56])=[O:55])[CH2:51][O:52][C@@H:10]2[CH2:9][C@@H:8]1[OH:57])=[O:6].C/C=C(/C(N[C@H]([C@@H](O)C(O[C@@H]1C(C)=C2C(C)(C)[C@](O)([C@@H](OC(C3C=CC=CC=3)=O)[C@@H]3[C@]4(OC(C)=O)CO[C@@H]4C[C@H](O)[C@@]3(C)C([C@@H]2OC(C)=O)=O)C1)=O)C1C=CC=CC=1)=O)\C>ClCCl.CC(C)=O>[CH3:1][C:2]1[C@@H:19]([O:20][C:21]([C@H:23]([OH:40])[C@@H:24]([NH:31][C:32]([C:34]2[CH:39]=[CH:38][CH:37]=[CH:36][CH:35]=2)=[O:33])[C:25]2[CH:26]=[CH:27][CH:28]=[CH:29][CH:30]=2)=[O:22])[CH2:18][C@:14]2([OH:41])[C:15]([CH3:16])([CH3:17])[C:3]=1[C@@H:4]([O:59][C:60]([CH3:62])=[O:61])[C:5]([C@@:7]1([CH3:58])[C@H:12]([C@@H:13]2[O:42][C:43]([C:45]2[CH:50]=[CH:49][CH:48]=[CH:47][CH:46]=2)=[O:44])[C@:11]2([O:53][C:54]([CH3:56])=[O:55])[CH2:51][O:52][C@@H:10]2[CH2:9][C@@H:8]1[OH:57])=[O:6] |f:0.1|. Reported procedure: The paclitaxel/cephalomannine solid is dissolved in a minimum volume of dichloromethane or acetone and adsorbed onto a solid support such as silica gel or celite. According to the present invention the solid support is silica gel. The ratio of sample to solid support is about 1:1 to about 1:6 (w/w), preferably about 1:3. The sample is air dried to a free flowing powder and applied to 2 inch to 9 inch inner diameter glass or stainless steel columns previously loaded with silica gel in about 1:200... The reactants are CCOc1ccc(C(C)=O)cc1C(=O)OC, C1COCCO1, [Na+], [OH-], O. Product: CCOc1ccc(C(C)=O)cc1C(=O)O. RXN SMILES: [C:1]([CH3:2])(=[O:3])[c:4]1[cH:5][cH:6][c:7]([O:14][CH2:15][CH3:16])[c:8]([C:9](=[O:10])[O:11][CH3:12])[cH:13]1.[CH2:19]1[O:20][CH2:21][CH2:22][O:23][CH2:24]1.[Na+:18].[OH-:17].[OH2:25]>>[C:1]([CH3:2])(=[O:3])[c:4]1[cH:5][cH:6][c:7]([O:14][CH2:15][CH3:16])[c:8]([C:9](=[O:10])[OH:11])[cH:13]1. Starting materials: C1CCNCC1, CN(C)C=O, O=C1c2c(Cl)cccc2-n2cnc(-c3noc(CCl)n3)c2C2CCN12. Yields the product O=C1c2c(Cl)cccc2-n2cnc(-c3noc(CN4CCCCC4)n3)c2C2CCN12. As a reaction SMILES: [CH2:26]1[CH2:27][CH2:28][NH:29][CH2:30][CH2:31]1.[CH3:32][N:33]([CH3:34])[CH:35]=[O:36].[Cl:1][c:2]1[cH:3][cH:4][cH:5][c:6]2[c:7]1[C:8](=[O:25])[N:9]1[CH:10]([c:11]3[n:12]-2[cH:13][n:14][c:15]3-[c:16]2[n:17][o:18][c:19]([CH2:21][Cl:22])[n:20]2)[CH2:23][CH2:24]1>>[Cl:1][c:2]1[cH:3][cH:4][cH:5][c:6]2[c:7]1[C:8](=[O:25])[N:9]1[CH:10]([c:11]3[n:12]-2[cH:13][n:14][c:15]3-[c:16]2[n:17][o:18][c:19]([CH2:21][N:29]3[CH2:28][CH2:27][CH2:26][CH2:31][CH2:30]3)[n:20]2)[CH2:23][CH2:24]1. Starting materials: CS(=O)(=O)O (methanesulfonic acid), C(C1=CC=CC=C1)OC=1C=C(C2=C(N=C(S2)NC(=O)NCC)C1)/C(=N/OC)/C (1-[5-benzyloxy-7-[(E)-N-methoxy-C-methyl-carbonimidoyl]-1,3-benzothiazol-2-yl]-3-ethyl-urea). Run in C(Cl)Cl (DCM). Conditions: time 2 hour. The product is C(C)NC(=O)NC=1SC2=C(N1)C=C(C=C2/C(=N/OC)/C)O (1-Ethyl-3-[5-hydroxy-7-[(E)-N-methoxy-C-methyl-carbonimidoyl]-1,3-benzothiazol-2-yl]urea). The yield is 54.0%. As a reaction SMILES: CS(O)(=O)=O.C([O:13][C:14]1[CH:15]=[C:16](/[C:29](/[CH3:33])=[N:30]/[O:31][CH3:32])[C:17]2[S:21][C:20]([NH:22][C:23]([NH:25][CH2:26][CH3:27])=[O:24])=[N:19][C:18]=2[CH:28]=1)C1C=CC=CC=1>C(Cl)Cl>[CH2:26]([NH:25][C:23]([NH:22][C:20]1[S:21][C:17]2[C:16](/[C:29](/[CH3:33])=[N:30]/[O:31][CH3:32])=[CH:15][C:14]([OH:13])=[CH:28][C:18]=2[N:19]=1)=[O:24])[CH3:27]. Reported procedure: A solution of methanesulfonic acid (6.5 mL) in DCM (32 mL) was added to 1-[5-benzyloxy-7-[(E)-N-methoxy-C-methyl-carbonimidoyl]-1,3-benzothiazol-2-yl]-3-ethyl-urea (718 mg, 1.8 mmol) and the reaction stirred at ambient temperature for 2 h after which time LCMS indicated clean conversion to the desired product. The reaction was diluted with DCM, washed with water and the aqueous layer neutralized with saturated aqueous Na2CO3 solution and extracted with EtOAc. The organic layer was dried (MgSO4),... The reactants are [N+](=O)([O-])C1=CC(=C(C=C1)C1=CC=CC=C1)C(F)(F)F (4′-nitro-2′-(trifluoromethyl)-[1,1′-Biphenyl]), [H][H] (hydrogen). The reagents and catalysts are [Ni] (Raney nickel). Solvent: C(C)O (ethanol). The product is C1(=CC=CC=C1)C1=C(C=C(C=C1)N)C(F)(F)F (4-(Phenyl)-3-(trifluoromethyl)benzenamine). RXN SMILES: [N+:1]([C:4]1[CH:9]=[CH:8][C:7]([C:10]2[CH:15]=[CH:14][CH:13]=[CH:12][CH:11]=2)=[C:6]([C:16]([F:19])([F:18])[F:17])[CH:5]=1)([O-])=O.[H][H]>C(O)C.[Ni]>[C:10]1([C:7]2[CH:8]=[CH:9][C:4]([NH2:1])=[CH:5][C:6]=2[C:16]([F:17])([F:18])[F:19])[CH:11]=[CH:12][CH:13]=[CH:14][CH:15]=1. Procedure: Phenyl boronic acid (Aldrich, Buchs, Switzerland; 2.7 g, 22 mmol), Palladium II acetate (0.225 g, 1 mmol), tri-o-tolylphosphine (0.608 g, 2 mmol) and aqueous potassium carbonate solution (50 mL of 1 M) is added to a stirred solution of 2-bromo-5-nitrobenzotrifuoride (Lancaster Synthesis, GmbH; 5.4 g, 20 mmol) in dimethylformamide (200 mL) and heated at 120° C. under an argon atmosphere for 1 h. The mixture is then evaporated to dryness under reduced pressure and the residue is treated with water...